This data is from the Open Reaction Database (ORD), a public repository of structured organic reaction records. The task is: describe an organic reaction: reactants, conditions, products, and yield The reactants are [Na] (sodium), C[O-].[Na+] (sodium methoxide), ClC1=NC(=NC(=C1)CN1C(C=2C(C1=O)=CC=CC2)=O)SC (4-chloro-2-methylthio-6-phthalimidomethylpyrimidine). Solvent: CO (methanol). Product: COC1=NC(=NC(=C1)CN1C(C=2C(C1=O)=CC=CC2)=O)SC (4-methoxy-2-methylthio-6-phthalimidomethylpyrimidine). As a reaction SMILES: [Na].[CH3:2][O-:3].[Na+].Cl[C:6]1[CH:11]=[C:10]([CH2:12][N:13]2[C:17](=[O:18])[C:16]3=[CH:19][CH:20]=[CH:21][CH:22]=[C:15]3[C:14]2=[O:23])[N:9]=[C:8]([S:24][CH3:25])[N:7]=1>CO>[CH3:2][O:3][C:6]1[CH:11]=[C:10]([CH2:12][N:13]2[C:17](=[O:18])[C:16]3=[CH:19][CH:20]=[CH:21][CH:22]=[C:15]3[C:14]2=[O:23])[N:9]=[C:8]([S:24][CH3:25])[N:7]=1 |f:1.2,^1:0|. Procedure details: To 100 ml of methanol was added 1.55 g (67.4 mmole) of sodium metal to prepare 67.4 mmole of sodium methoxide. To this solution was added 20.0 g (62.6 mmole) of 4-chloro-2-methylthio-6-phthalimidomethylpyrimidine (from Example 2) and the mixture was heated at reflux for 16 hours. The mixture was cooled, and the solid was then separated by filtration. This solid was washed sequentially with methanol and water to provide 4-methoxy-2-methylthio-6-phthalimidomethylpyrimidine as a white solid. The st... Reactants: CC(C)(C)[Si](Cl)(c1ccccc1)c1ccccc1, Oc1ccc(O)cc1, c1ccncc1, c1c[nH]cn1. The product is CC(C)(C)[Si](Oc1ccc(O)cc1)(c1ccccc1)c1ccccc1. RXN SMILES: [C:14]([CH3:15])([CH3:16])([CH3:17])[Si:18]([Cl:19])([c:20]1[cH:21][cH:22][cH:23][cH:24][cH:25]1)[c:26]1[cH:27][cH:28][cH:29][cH:30][cH:31]1.[OH:1][c:2]1[cH:3][cH:4][c:5]([OH:6])[cH:7][cH:8]1.[cH:32]1[cH:33][cH:34][n:35][cH:36][cH:37]1.[nH:9]1[cH:10][cH:11][n:12][cH:13]1>>[O:1]([c:2]1[cH:3][cH:4][c:5]([OH:6])[cH:7][cH:8]1)[Si:18]([C:14]([CH3:15])([CH3:16])[CH3:17])([c:20]1[cH:21][cH:22][cH:23][cH:24][cH:25]1)[c:26]1[cH:27][cH:28][cH:29][cH:30][cH:31]1. Starting materials: ClC(COC(C1=C(C=CC=C1)CSC1=CC(=CC=C1)CC(=O)OCC1=CC=C(C=C1)C(F)(F)F)=O)(Cl)Cl (2-[3-(4-trifluoromethyl-benzyloxycarbonylmethyl)-phenylsulfanylmethyl]-benzoic acid 2,2,2-trichloro-ethyl ester), Cl (HCl), ClC(COC(C1=C(C=CC=C1)CSC1=CC=C(C=C1)CC(=O)O)=O)(Cl)Cl (2-(4-carboxymethyl-phenylsulfanylmethyl)-benzoic acid 2,2,2-trichloro-ethyl ester), FC(C1=CC=C(C=C1)CO)(F)F ((4-trifluoromethyl-phenyl)-methanol). The reagents and catalysts are CN(C)C=1C=CN=CC1 (DMAP). The solvent is C(Cl)Cl (DCM), C(CCl)Cl (EDC), CCOC(=O)C (EtOAc), CCCCCCC (heptane). The product is ClC(COC(C1=C(C=CC=C1)CSC1=CC=C(C=C1)CC(=O)OCC1=CC=C(C=C1)C(F)(F)F)=O)(Cl)Cl (2-[4-(4-Trifluoromethyl-benzyloxycarbonylmethyl)-phenylsulfanylmethyl]-benzoic acid 2,2,2-trichloro-ethyl ester). Yield: 35.0%. RXN SMILES: ClC(Cl)(Cl)COC(=O)C1C=CC=CC=1CSC1C=CC=C(CC(O[CH2:24][C:25]2[CH:30]=[CH:29][C:28]([C:31]([F:34])([F:33])[F:32])=[CH:27][CH:26]=2)=O)C=1.[Cl:38][C:39]([Cl:63])([Cl:62])[CH2:40][O:41][C:42](=[O:61])[C:43]1[CH:48]=[CH:47][CH:46]=[CH:45][C:44]=1[CH2:49][S:50][C:51]1[CH:56]=[CH:55][C:54]([CH2:57][C:58]([OH:60])=[O:59])=[CH:53][CH:52]=1.FC(F)(F)C1C=CC(CO)=CC=1.Cl>CN(C1C=CN=CC=1)C.CCCCCCC.CCOC(C)=O.C(Cl)Cl.C(Cl)CCl>[Cl:63][C:39]([Cl:38])([Cl:62])[CH2:40][O:41][C:42](=[O:61])[C:43]1[CH:48]=[CH:47][CH:46]=[CH:45][C:44]=1[CH2:49][S:50][C:51]1[CH:52]=[CH:53][C:54]([CH2:57][C:58]([O:60][CH2:24][C:25]2[CH:26]=[CH:27][C:28]([C:31]([F:32])([F:33])[F:34])=[CH:29][CH:30]=2)=[O:59])=[CH:55][CH:56]=1. Reported procedure: The titled compound was prepared according to the method described for 2-[3-(4-trifluoromethyl-benzyloxycarbonylmethyl)-phenylsulfanylmethyl]-benzoic acid 2,2,2-trichloro-ethyl ester above from 2-(4-carboxymethyl-phenylsulfanylmethyl)-benzoic acid 2,2,2-trichloro-ethyl ester (155 mg, 0.357 mmol), (4-trifluoromethyl-phenyl)-methanol (157 mg, 0.893 mmol), EDC×HCl (206 mg, 1.072 mmol), DMAP (4.4 mg, 0.036 mmol) and DCM (3 mL). The crude was submitted to flash chromatography using heptane and EtOAc ... Reactants: CO, COC(=O)CN1C(=S)C(C(C)C)Sc2ccccc21, Cl, C1COCCO1, O. Product: CC(C)C1Sc2ccccc2N(CC(=O)O)C1=S. As a reaction SMILES: [CH3:27][OH:28].[CH:1]([CH3:2])([CH3:3])[CH:4]1[S:5][c:6]2[c:7]([cH:16][cH:17][cH:18][cH:19]2)[N:8]([CH2:11][C:12](=[O:13])[O:14][CH3:15])[C:9]1=[S:10].[ClH:20].[O:21]1[CH2:22][CH2:23][O:24][CH2:25][CH2:26]1.[OH2:29]>>[CH:1]([CH3:2])([CH3:3])[CH:4]1[S:5][c:6]2[c:7]([cH:16][cH:17][cH:18][cH:19]2)[N:8]([CH2:11][C:12](=[O:13])[OH:14])[C:9]1=[S:10]. Reactants: [N+](=O)([O-])C=1NC=CN1 (2-nitroimidazol), C(C)(=O)OCC(COC(C)=O)OCOC(C)=O (1,3-diacetoxy-2-acetoxymethoxypropane). Reagents/catalysts: O.C1(=CC=C(C=C1)S(=O)(=O)O)C (p-toluenesulfonic acid monohydrate). Reaction conditions: time 15 minute. The product is C(C)(=O)OCC(OCN1C(=NC=C1)[N+](=O)[O-])COC(C)=O (1-[2-acetoxy-1-(acetoxymethyl)ethoxy]methyl-2-nitroimidazol), material. Isolated yield 88.6%. As a reaction SMILES: [N+:1]([C:4]1[NH:5][CH:6]=[CH:7][N:8]=1)([O-:3])=[O:2].[C:9]([O:12][CH2:13][CH:14]([O:20][CH2:21]OC(=O)C)[CH2:15][O:16][C:17](=[O:19])[CH3:18])(=[O:11])[CH3:10]>O.C1(C)C=CC(S(O)(=O)=O)=CC=1>[C:9]([O:12][CH2:13][CH:14]([CH2:15][O:16][C:17](=[O:19])[CH3:18])[O:20][CH2:21][N:5]1[CH:6]=[CH:7][N:8]=[C:4]1[N+:1]([O-:3])=[O:2])(=[O:11])[CH3:10] |f:2.3|. Procedure details: 5.6 g of 2-nitroimidazol, 12.4 g of 1,3-diacetoxy-2-acetoxymethoxypropane and 0.5 g of p-toluenesulfonic acid monohydrate were placed in a flask connected with a trap for reducing pressure by an aspirator. The flask was heated by oil bath of 130°-140° C. under reduced pressure while stirred. Acetic acid was distilled out as the reaction proceeded. In about 15 minutes, the reaction was completed. After cooling down to room temperature, the content was added with about 300 ml ethyl acetate and sub... Starting materials: C1CCOC1, CO, CCOC(C)=O, CCOC(=O)Cc1ccc(Oc2ccc(C(=O)NCCc3ccc(Cl)cc3)cc2)c(C(F)(F)F)c1, O. The product is O=C(O)Cc1ccc(Oc2ccc(C(=O)NCCc3ccc(Cl)cc3)cc2)c(C(F)(F)F)c1. Reaction SMILES: [CH2:39]1[O:40][CH2:41][CH2:42][CH2:43]1.[CH3:37][OH:38].[CH3:44][CH2:45][O:46][C:47](=[O:48])[CH3:49].[Cl:1][c:2]1[cH:3][cH:4][c:5]([CH2:6][CH2:7][NH:8][C:9](=[O:10])[c:11]2[cH:12][cH:13][c:14]([O:15][c:16]3[c:17]([C:28]([F:29])([F:30])[F:31])[cH:18][c:19]([CH2:22][C:23](=[O:24])[O:25][CH2:26][CH3:27])[cH:20][cH:21]3)[cH:32][cH:33]2)[cH:34][cH:35]1.[OH2:36]>>[Cl:1][c:2]1[cH:3][cH:4][c:5]([CH2:6][CH2:7][NH:8][C:9](=[O:10])[c:11]2[cH:12][cH:13][c:14]([O:15][c:16]3[c:17]([C:28]([F:29])([F:30])[F:31])[cH:18][c:19]([CH2:22][C:23](=[O:24])[OH:25])[cH:20][cH:21]3)[cH:32][cH:33]2)[cH:34][cH:35]1. Starting materials: [BH4-], COC(=O)C1CN(Cc2ccc(-c3cc4cc(C(=O)c5ccccc5)ccc4o3)c(F)c2)C1, C1CCOC1, CO, [Cl-], [NH4+], [Na+]. Product: COC(=O)C1CN(Cc2ccc(-c3cc4cc(C(O)c5ccccc5)ccc4o3)c(F)c2)C1. As a reaction SMILES: [BH4-:34].[C:1]([c:2]1[cH:3][cH:4][cH:5][cH:6][cH:7]1)(=[O:8])[c:9]1[cH:10][cH:11][c:12]2[c:13]([cH:14][c:15](-[c:17]3[c:18]([F:32])[cH:19][c:20]([CH2:23][N:24]4[CH2:25][CH:26]([C:28](=[O:29])[O:30][CH3:31])[CH2:27]4)[cH:21][cH:22]3)[o:16]2)[cH:33]1.[CH2:40]1[O:41][CH2:42][CH2:43][CH2:44]1.[CH3:38][OH:39].[Cl-:36].[NH4+:37].[Na+:35]>>[CH:1]([c:2]1[cH:3][cH:4][cH:5][cH:6][cH:7]1)([OH:8])[c:9]1[cH:10][cH:11][c:12]2[c:13]([cH:14][c:15](-[c:17]3[c:18]([F:32])[cH:19][c:20]([CH2:23][N:24]4[CH2:25][CH:26]([C:28](=[O:29])[O:30][CH3:31])[CH2:27]4)[cH:21][cH:22]3)[o:16]2)[cH:33]1.